Dataset: the Open Reaction Database (ORD), a public repository of structured organic reaction records. Task: describe an organic reaction: reactants, conditions, products, and yield Reactants: C1COCCO1, Cc1cccnc1CN(Cc1ncccc1C)C1CCNCC1, NS(N)(=O)=O. The product is Cc1cccnc1CN(Cc1ncccc1C)C1CCN(S(N)(=O)=O)CC1. As a reaction SMILES: [CH2:29]1[O:30][CH2:31][CH2:32][O:33][CH2:34]1.[CH3:1][c:2]1[c:3]([CH2:8][N:9]([CH:10]2[CH2:11][CH2:12][NH:13][CH2:14][CH2:15]2)[CH2:16][c:17]2[n:18][cH:19][cH:20][cH:21][c:22]2[CH3:23])[n:4][cH:5][cH:6][cH:7]1.[NH2:24][S:25]([NH2:26])(=[O:27])=[O:28]>>[CH3:1][c:2]1[c:3]([CH2:8][N:9]([CH:10]2[CH2:11][CH2:12][N:13]([S:25]([NH2:24])(=[O:27])=[O:28])[CH2:14][CH2:15]2)[CH2:16][c:17]2[n:18][cH:19][cH:20][cH:21][c:22]2[CH3:23])[n:4][cH:5][cH:6][cH:7]1.